This data is from the Open Reaction Database (ORD), a public repository of structured organic reaction records. The task is: describe an organic reaction: reactants, conditions, products, and yield The reactants are O (water), ClC1=CC(=CC=C1)C(=O)OO (m-chloroperbenzoic acid), C(C1=CC=CC=C1)(C1=CC=CC=C1)C=1S[C@H]2N(C(C1C=CC1=NC=CC=C1)C(=O)O)C(C2NC(CC2=CC=CC=C2)=O)=O (benzhydryl 7-phenylacetamido-3-[2-(2-pyridyl)vinyl]-2-cephem-4-carboxylic acid). Run in ClCCl (dichloromethane), ClCCl (dichloromethane). Reaction conditions: time 10 minute. The product is C1(=CC=CC=C1)CC(=O)NC1[C@@H]2N(C(=C(CS2=O)C=CC2=NC=CC=C2)C(=O)OC(C2=CC=CC=C2)C2=CC=CC=C2)C1=O (benzhydryl 7-phenylacetamido-3-[2-(2-pyridyl)vinyl]-3-cephem-4-carboxylate-1-oxide). RXN SMILES: Cl[C:2]1[CH:7]=[CH:6][CH:5]=[C:4]([C:8]([O:10]O)=O)[CH:3]=1.C([C:25]1[S:26][C@@H:27]2[CH:43]([NH:44][C:45](=[O:53])[CH2:46][C:47]3[CH:52]=[CH:51][CH:50]=[CH:49][CH:48]=3)[C:42](=[O:54])[N:28]2[CH:29]([C:39](O)=[O:40])[C:30]=1[CH:31]=[CH:32][C:33]1[CH:38]=[CH:37][CH:36]=[CH:35][N:34]=1)(C1C=CC=CC=1)C1C=CC=CC=1.[OH2:55]>ClCCl>[C:47]1([CH2:46][C:45]([NH:44][CH:43]2[C:42](=[O:54])[N:28]3[C:29]([C:39]([O:10][CH:8]([C:4]4[CH:3]=[CH:2][CH:7]=[CH:6][CH:5]=4)[C:2]4[CH:7]=[CH:6][CH:5]=[CH:4][CH:3]=4)=[O:40])=[C:30]([CH:31]=[CH:32][C:33]4[CH:38]=[CH:37][CH:36]=[CH:35][N:34]=4)[CH2:25][S:26](=[O:55])[C@H:27]23)=[O:53])[CH:48]=[CH:49][CH:50]=[CH:51][CH:52]=1. Procedure details: A solution of m-chloroperbenzoic acid (9.73 g) in dichloromethane (60 ml) was added dropwise to a solution of benzhydryl 7-phenylacetamido-3-[2-(2-pyridyl)vinyl]-2-cephem-4-carboxylic acid (trans isomer) (27.6 g) in dichloromethane (280 ml) at -25° to -30° C. and the solution was stirred for 10 minutes at the same temperature. The reaction mixture was poured into water (100 ml). The separated organic layer was washed with 2% aqueous sodium bicarbonate and brine, dried over magnesium sulfate and ... Reactants: CC(C)(C)OC(=O)NC1CCC(C(N)=O)CC1, Clc1ccnc2ccccc12. The product is CC(C)(C)OC(=O)NC1CCC(C(=O)Nc2ccnc3ccccc23)CC1. As a reaction SMILES: [C:12]([CH3:13])([CH3:14])([CH3:15])[O:16][C:17]([NH:18][CH:19]1[CH2:20][CH2:21][CH:22]([C:25]([NH2:26])=[O:27])[CH2:23][CH2:24]1)=[O:28].[Cl:1][c:2]1[cH:3][cH:4][n:5][c:6]2[cH:7][cH:8][cH:9][cH:10][c:11]12>>[c:2]1([NH:26][C:25]([CH:22]2[CH2:21][CH2:20][CH:19]([NH:18][C:17]([O:16][C:12]([CH3:13])([CH3:14])[CH3:15])=[O:28])[CH2:24][CH2:23]2)=[O:27])[cH:3][cH:4][n:5][c:6]2[cH:7][cH:8][cH:9][cH:10][c:11]12. The reactants are C(C)(C)(C)OC(=O)N[C@H](CC(C)C)C(=O)O (N-(tert-Butoxycarbonyl)-D-leucine), CN(CCCN=C=NCC)C (N-(3-dimethylaminopropyl)-N′-ethylcarbodiimide), C1(CCCCC1)C(C(=O)N[C@@H]1CC[C@H]2CNC[C@H]21)C2CCCCC2 (2,2-dicyclohexyl-N-[(3aS,4R,6aR)-octahydrocyclopenta[c]pyrrol-4-yl]acetamide), OC1=CC=CC=2NN=NC21 (hydroxybenzotriazole). The solvent is ClCCl (dichloromethane). Conditions: time 20 minute. Yields the product C1(CCCCC1)C(C(=O)N[C@@H]1CC[C@H]2CN(C[C@H]21)C([C@@H](CC(C)C)NC(OC(C)(C)C)=O)=O)C2CCCCC2 (tert-butyl(R)-1-((3aS,4R,6aR)-4-(2,2-dicyclohexylacetamido)hexahydrocyclopenta[c]pyrrol-2(1H)-yl)-4-methyl-1-oxopentan-2-ylcarbamate). As a reaction SMILES: [C:1]([O:5][C:6]([NH:8][C@@H:9]([C:14]([OH:16])=O)[CH2:10][CH:11]([CH3:13])[CH3:12])=[O:7])([CH3:4])([CH3:3])[CH3:2].[CH:17]1([CH:23]([CH:35]2[CH2:40][CH2:39][CH2:38][CH2:37][CH2:36]2)[C:24]([NH:26][C@H:27]2[C@H:34]3[C@H:30]([CH2:31][NH:32][CH2:33]3)[CH2:29][CH2:28]2)=[O:25])[CH2:22][CH2:21][CH2:20][CH2:19][CH2:18]1.OC1C2N=NNC=2C=CC=1.CN(C)CCCN=C=NCC>ClCCl>[CH:35]1([CH:23]([CH:17]2[CH2:22][CH2:21][CH2:20][CH2:19][CH2:18]2)[C:24]([NH:26][C@H:27]2[C@H:34]3[C@H:30]([CH2:31][N:32]([C:14](=[O:16])[C@H:9]([NH:8][C:6](=[O:7])[O:5][C:1]([CH3:2])([CH3:3])[CH3:4])[CH2:10][CH:11]([CH3:12])[CH3:13])[CH2:33]3)[CH2:29][CH2:28]2)=[O:25])[CH2:36][CH2:37][CH2:38][CH2:39][CH2:40]1. Procedure details: N-(tert-Butoxycarbonyl)-D-leucine (72.7 mg, 0.314 mmol), 2,2-dicyclohexyl-N-[(3aS,4R,6aR)-octahydrocyclopenta[c]pyrrol-4-yl]acetamide (95 mg, 0.286 mmol) from Example 74, and hydroxybenzotriazole (48.1 mg, 0.314 mmol) were combined in dichloromethane (10 mL). After 20 minutes, N-(3-dimethylaminopropyl)-N′-ethylcarbodiimide (0.056 mL, 0.314 mmol) was added, and the reaction mixture was stirred at room temperature for 18 hours. The reaction was quenched with water. The separated organic layer was ... RXN SMILES: C(Cl)(C)(C)C.Cl.[CH:7]1(Cl)[CH2:11][CH2:10][CH2:9][CH2:8]1.C1([SiH](Cl)Cl)CCCC1.C1([Si:26]([Cl:29])([Cl:28])[Cl:27])CCCC1>>[CH:7]1[CH2:11][CH2:10][CH2:9][CH:8]=1.[Cl:27][SiH:26]([Cl:29])[Cl:28]. Reactants: C1(CCCC1)Cl (cyclopentyl chloride), C(C)(C)(C)Cl (t-butyl chloride), C1(CCCC1)[Si](Cl)(Cl)Cl (cyclopentyltrichlorosilane), C(C)(C)(C)Cl (t-butyl chloride), Cl (hydrogen chloride), C1(CCCC1)[SiH](Cl)Cl (cyclopentyldichlorosilane). Yields the product C1=CCCC1 (cyclopentene), Cl[SiH](Cl)Cl (trichlorosilane). Procedure: The reaction was carried out under the same condition as in Example 3, except that the same amount of t-butyl chloride was used as the hydrogen chloride source. A mixture of cyclopentyl chloride and t-butyl chloride having the mixing ratio of 1:2 was reacted with metallic silicon at 280° C. to give 30.1 g of reaction products. The reaction products contained 6.2 g (39.1%) of cyclopentyldichlorosilane and 0.3 g (1.6%) of cyclopentyltrichlorosilane. There were not starting materials unreacted. As ... Isolated yield 58.4%. The reactants are CC(=O)C=1C=CC=C(C1)O (3-hydroxyacetophenone), N=1NC(C=CC1)=O (pyridazinone). Yields the product OC=1C=C(C=CC1)C=1C=CC(NN1)=O (6-(3-Hydroxyphenyl)-2H-pyridazin-3-one). RXN SMILES: [CH3:1][C:2]([C:4]1[CH:5]=[CH:6][CH:7]=[C:8]([OH:10])[CH:9]=1)=O.[N:11]1[NH:12][C:13](=[O:17])[CH:14]=CC=1>>[OH:10][C:8]1[CH:9]=[C:4]([C:2]2[CH:1]=[CH:14][C:13](=[O:17])[NH:12][N:11]=2)[CH:5]=[CH:6][CH:7]=1. Procedure: 15 g of 3-hydroxyacetophenone are converted into the pyridazinone in accordance with GWP 1. Starting materials: [Al+3], CN(C)C1(C#N)CCC2(CC1)OCCO2, CCOCC, [H-], [H-], [H-], [H-], [Li+], [Na+], [OH-], O. Product: CN(C)C1(CN)CCC2(CC1)OCCO2. As a reaction SMILES: [Al+3:2].[C:7](#[N:8])[C:9]1([N:19]([CH3:20])[CH3:21])[CH2:10][CH2:11][C:12]2([O:13][CH2:14][CH2:15][O:16]2)[CH2:17][CH2:18]1.[CH3:25][CH2:26][O:27][CH2:28][CH3:29].[H-:1].[H-:4].[H-:5].[H-:6].[Li+:3].[Na+:24].[OH-:23].[OH2:22]>>[CH2:7]([NH2:8])[C:9]1([N:19]([CH3:20])[CH3:21])[CH2:10][CH2:11][C:12]2([O:13][CH2:14][CH2:15][O:16]2)[CH2:17][CH2:18]1.